This data is from the Open Reaction Database (ORD), a public repository of structured organic reaction records. The task is: describe an organic reaction: reactants, conditions, products, and yield Reactants: C(C)(C)(C=1OC[C@H](N1)C1=CC=CC=C1)C=1OC[C@H](N1)C1=CC=CC=C1 (2,2′-isopropylidenebis[(4R)-4-phenyl-2-oxazoline]), COC1=CC=C(C=C1)C(OC[C@@H]1[C@H]([C@H]([C@@H](O1)N1C(=O)NC(=O)C=C1)O)O)(C1=CC=CC=C1)C1=CC=C(C=C1)OC (5′-O-[bis(4-methoxyphenyl)phenylmethyl]uridine), C1(=CC=CC=C1)N=C=O (phenyl isocyanate), COC1=CC=C(C=C1)C(OC[C@@H]1[C@H]([C@H]([C@@H](O1)N1C(=O)NC(=O)C=C1)OC(NC1=CC=CC=C1)=O)O)(C1=CC=CC=C1)C1=CC=C(C=C1)OC (5′-O-[bis(4-methoxyphenyl)phenylmethyl]-2′-O-phenylcarbamoyl-uridine). Reagents/catalysts: C(F)(F)(F)S(=O)(=O)[O-].C(F)(F)(F)S(=O)(=O)[O-].[Cu+2] (Cu(OTf)2). The solvent is C1CCOC1 (THF), C1CCOC1 (THF), C1CCOC1 (THF). Run at time 30 minute. The product is COC1=CC=C(C=C1)C(OC[C@@H]1[C@H]([C@H]([C@@H](O1)N1C(=O)NC(=O)C=C1)O)OC(NC1=CC=CC=C1)=O)(C1=CC=CC=C1)C1=CC=C(C=C1)OC (5′-O-[bis(4-methoxyphenyl)phenylmethyl]-3′-O-phenylcarbamoyl-uridine). RXN SMILES: C(C1OC[C@@H](C2C=CC=CC=2)N=1)(C1OC[C@@H](C2C=CC=CC=2)N=1)(C)C.[CH3:26][O:27][C:28]1[CH:33]=[CH:32][C:31]([C:34]([C:58]2[CH:63]=[CH:62][C:61]([O:64][CH3:65])=[CH:60][CH:59]=2)([C:52]2[CH:57]=[CH:56][CH:55]=[CH:54][CH:53]=2)[O:35][CH2:36][C@H:37]2[O:41][C@@H:40]([N:42]3[CH:49]=[CH:48][C:46](=[O:47])[NH:45][C:43]3=[O:44])[C@H:39]([OH:50])[C@@H:38]2[OH:51])=[CH:30][CH:29]=1.[C:66]1([N:72]=[C:73]=[O:74])[CH:71]=[CH:70][CH:69]=[CH:68][CH:67]=1.COC1C=CC(C(C2C=CC(OC)=CC=2)(C2C=CC=CC=2)OC[C@H]2O[C@@H](N3C=CC(=O)NC3=O)[C@H](OC(=O)NC3C=CC=CC=3)[C@@H]2O)=CC=1>C(S([O-])(=O)=O)(F)(F)F.C(S([O-])(=O)=O)(F)(F)F.[Cu+2].C1COCC1>[CH3:26][O:27][C:28]1[CH:29]=[CH:30][C:31]([C:34]([C:58]2[CH:59]=[CH:60][C:61]([O:64][CH3:65])=[CH:62][CH:63]=2)([C:52]2[CH:57]=[CH:56][CH:55]=[CH:54][CH:53]=2)[O:35][CH2:36][C@H:37]2[O:41][C@@H:40]([N:42]3[CH:49]=[CH:48][C:46](=[O:47])[NH:45][C:43]3=[O:44])[C@H:39]([OH:50])[C@@H:38]2[O:51][C:73](=[O:74])[NH:72][C:66]2[CH:71]=[CH:70][CH:69]=[CH:68][CH:67]=2)=[CH:32][CH:33]=1 |f:4.5.6|. Procedure: The THF solution (1 ml) containing 2,2′-isopropylidenebis[(4R)-4-phenyl-2-oxazoline] (0.02 mmol, 7.2 mg) and Cu(OTf)2 (II) (0.02 mmol, 6.7 mg) was stirred for 30 minutes at room temperature. After the reaction mixture was cooled to 0° C., the THF solution (1 ml) of 5′-O-[bis(4-methoxyphenyl)phenylmethyl]uridine (0.2 mmol, 109.3 mg) and the THF solution (1.5 ml) of phenyl isocyanate (0.2 mmol, 23.8 mg) were added thereto. After the mixture was continuously stirred for 1 hour at 0° C. and for 1.5 ... The reactants are C(C)OC(C(CC1=CC=C(C=C1)OCCCBr)OC)=O (3-[4-(3-Bromo-propoxy)-phenyl]-2-methoxy-propionic acid ethyl ester), N1(C=NC=C1)C1=CC=C(C=C1)O (4-(imidazol-1-yl)phenol). The product is N1(C=NC=C1)C1=CC=C(OCCCOC2=CC=C(C=C2)C[C@@H](C(=O)O)OC)C=C1 ((2S)-3-{4-[3-(4-Imidazol-1-yl-phenoxy)-propoxy]-phenyl}-2-methoxy-propionic acid). As a reaction SMILES: C([O:3][C:4](=[O:20])[CH:5]([O:18][CH3:19])[CH2:6][C:7]1[CH:12]=[CH:11][C:10]([O:13][CH2:14][CH2:15][CH2:16]Br)=[CH:9][CH:8]=1)C.[N:21]1([C:26]2[CH:31]=[CH:30][C:29]([OH:32])=[CH:28][CH:27]=2)[CH:25]=[CH:24][N:23]=[CH:22]1>>[N:21]1([C:26]2[CH:31]=[CH:30][C:29]([O:32][CH2:16][CH2:15][CH2:14][O:13][C:10]3[CH:9]=[CH:8][C:7]([CH2:6][C@H:5]([O:18][CH3:19])[C:4]([OH:3])=[O:20])=[CH:12][CH:11]=3)=[CH:28][CH:27]=2)[CH:25]=[CH:24][N:23]=[CH:22]1. Procedure: 3-[4-(3-Bromo-propoxy)-phenyl]-2-methoxy-propionic acid ethyl ester (Example 173, Step A) and 4-(imidazol-1-yl)phenol were treated under ester J to give the title compound. 1H-NMR (CDCl3, 200.15 MHz): δ 8.11 (s, 1H), 7.31–7.16 (m, 7H), 6.99 (d, 2H, J=8.9), 6.82 (d, 2H, J=8.6), 4.19 (t, 2H, J=6.2), 4.12 (t, 2H, J=5.9), 3.95 (dd, 1H, J=7.3, 4.8), 3.39 (s, 3H), 3.08 (dd, 1H, J=14.4, 4.8), 2.96 (dd, 1H, J=14.2, 7.6), 2.26 (qn, 2H, J=5.9). The reactants are CCO, Cl, [Na+], [OH-], COC(=O)CCCc1ccc(S(=O)(=O)Nc2ccccc2)cn1. Yields the product O=C(O)CCCc1ccc(S(=O)(=O)Nc2ccccc2)cn1. Reaction SMILES: [CH3:27][CH2:28][OH:29].[ClH:26].[Na+:25].[OH-:24].[c:1]1([NH:7][S:8](=[O:9])(=[O:10])[c:11]2[cH:12][cH:13][c:14]([CH2:17][CH2:18][CH2:19][C:20](=[O:21])[O:22][CH3:23])[n:15][cH:16]2)[cH:2][cH:3][cH:4][cH:5][cH:6]1>>[c:1]1([NH:7][S:8](=[O:9])(=[O:10])[c:11]2[cH:12][cH:13][c:14]([CH2:17][CH2:18][CH2:19][C:20](=[O:21])[OH:22])[n:15][cH:16]2)[cH:2][cH:3][cH:4][cH:5][cH:6]1. Starting materials: O=C([O-])[O-], ClCCCl, CC(C)(C)C(NC(=O)c1cc2ccccc2[nH]1)C(=O)N1CC2CC1CN2, CCN(C(C)C)C(C)C, ClCCl, [Na+], [Na+], On1nnc2ccccc21, O=C(O)c1ccc(-c2ccccc2)cn1. Product: CC(C)(C)C(NC(=O)c1cc2ccccc2[nH]1)C(=O)N1CC2CC1CN2C(=O)c1ccc(-c2ccccc2)cn1. As a reaction SMILES: [C:65](=[O:66])([O-:67])[O-:68].[CH2:27]([Cl:28])[CH2:29][Cl:30].[CH:1]12[N:2]([C:8](=[O:9])[CH:10]([C:11]([CH3:12])([CH3:13])[CH3:14])[NH:15][C:16](=[O:17])[c:18]3[nH:19][c:20]4[cH:21][cH:22][cH:23][cH:24][c:25]4[cH:26]3)[CH2:3][CH:4]([NH:5][CH2:6]1)[CH2:7]2.[CH:56]([N:57]([CH2:58][CH3:59])[CH:60]([CH3:61])[CH3:62])([CH3:63])[CH3:64].[Cl:71][CH2:72][Cl:73].[Na+:69].[Na+:70].[OH:31][n:32]1[c:33]2[c:34]([cH:35][cH:36][cH:37][cH:38]2)[n:39][n:40]1.[c:41]1(-[c:47]2[cH:48][cH:49][c:50]([C:53](=[O:54])[OH:55])[n:51][cH:52]2)[cH:42][cH:43][cH:44][cH:45][cH:46]1>>[CH:1]12[N:2]([C:8](=[O:9])[CH:10]([C:11]([CH3:12])([CH3:13])[CH3:14])[NH:15][C:16](=[O:17])[c:18]3[nH:19][c:20]4[cH:21][cH:22][cH:23][cH:24][c:25]4[cH:26]3)[CH2:3][CH:4]([N:5]([C:53]([c:50]3[cH:49][cH:48][c:47](-[c:41]4[cH:42][cH:43][cH:44][cH:45][cH:46]4)[cH:52][n:51]3)=[O:54])[CH2:6]1)[CH2:7]2.